Dataset: the Open Reaction Database (ORD), a public repository of structured organic reaction records. Task: describe an organic reaction: reactants, conditions, products, and yield Starting materials: C(#N)NC(=N)N (cyanoguanidine), CC(CC(C)=O)=O (2,4-pentanedione), Cl (hydrochloric acid). Run in O (water). Run at temperature 120 celsius. The product is C(#N)NC1=NC(=CC(=N1)C)C (2-cyanoamino-4,6-dimethyl-pyrimidine). The yield is 69.9%. RXN SMILES: [C:1]([NH:3][C:4]([NH2:6])=[NH:5])#[N:2].[CH3:7][C:8](=O)[CH2:9][C:10](=O)[CH3:11].Cl>O>[C:1]([NH:3][C:4]1[N:6]=[C:10]([CH3:11])[CH:9]=[C:8]([CH3:7])[N:5]=1)#[N:2]. Reported procedure: A mixture of 42 g (0.5 mol) of cyanoguanidine ("dicyanodiamide") and 50 g (0.5 mol) of 2,4-pentanedione ("acetylacetone") is heated to 120° C. for 15 hours. The reaction mixture is then cooled, after which 500 ml of water are added and the solution is acidified with hydrochloric acid at 0° C. to 10° C. The product obtained in crystalline form during this procedure is isolated by filtering it off under suction. 51.8 g (70% of theory) of 2-cyanoamino-4,6-dimethyl-pyrimidine of melting point 205° C... The reactants are Brc1ccc(Br)nc1, COc1cncc(Br)c1, C[O-], CO, [Na+], [Na+], O=C([O-])O. Product: COc1cncc(C=O)c1. As a reaction SMILES: [Br:10][c:11]1[cH:12][cH:13][c:14]([Br:15])[cH:16][n:17]1.[Br:1][c:2]1[cH:3][c:4]([O:8][CH3:9])[cH:5][n:6][cH:7]1.[CH3:18][O-:19].[CH3:26][OH:27].[Na+:20].[Na+:25].[O-:21][C:22]([OH:23])=[O:24]>>[c:2]1([CH:22]=[O:21])[cH:3][c:4]([O:8][CH3:9])[cH:5][n:6][cH:7]1.